This data is from the Open Reaction Database (ORD), a public repository of structured organic reaction records. The task is: describe an organic reaction: reactants, conditions, products, and yield Starting materials: C(C)(C)(C)OC(=O)N1CCN(CC1)C1=NC=C(C=C1)C=1SC(=CC1)C=1N(C=C(N1)C(F)(F)F)C1=C(C=CC(=C1)Cl)Cl (4-(5-{5-[1-(2,5-Dichloro-phenyl)-4-trifluoromethyl-1H-imidazol-2-yl]-thiophen-2-yl}-pyridin-2-yl)-piperazine-1-carboxylic acid tert-butyl ester), FC(F)(F)CC(=O)O (trifluoromethylacetic acid). Run in ClCCl (dichloromethane). Conditions: time 2 hour. The product is ClC1=C(C=C(C=C1)Cl)N1C(=NC(=C1)C(F)(F)F)C1=CC=C(S1)C=1C=CC(=NC1)N1CCNCC1 (1-(5-{5-[1-(2,5-Dichloro-phenyl)-4-trifluoromethyl-1H-imidazol-2-yl]-thiophen-2-yl}-pyridin-2-yl)-piperazine). The yield is 56.1%. RXN SMILES: C(OC([N:8]1[CH2:13][CH2:12][N:11]([C:14]2[CH:19]=[CH:18][C:17]([C:20]3[S:21][C:22]([C:25]4[N:26]([C:34]5[CH:39]=[C:38]([Cl:40])[CH:37]=[CH:36][C:35]=5[Cl:41])[CH:27]=[C:28]([C:30]([F:33])([F:32])[F:31])[N:29]=4)=[CH:23][CH:24]=3)=[CH:16][N:15]=2)[CH2:10][CH2:9]1)=O)(C)(C)C.FC(CC(O)=O)(F)F>ClCCl>[Cl:41][C:35]1[CH:36]=[CH:37][C:38]([Cl:40])=[CH:39][C:34]=1[N:26]1[CH:27]=[C:28]([C:30]([F:31])([F:33])[F:32])[N:29]=[C:25]1[C:22]1[S:21][C:20]([C:17]2[CH:18]=[CH:19][C:14]([N:11]3[CH2:10][CH2:9][NH:8][CH2:13][CH2:12]3)=[N:15][CH:16]=2)=[CH:24][CH:23]=1. Reported procedure: 4-(5-{5-[1-(2,5-Dichloro-phenyl)-4-trifluoromethyl-1H-imidazol-2-yl]-thiophen-2-yl}-pyridin-2-yl)-piperazine-1-carboxylic acid tert-butyl ester (104 mg, 0.17 mmol) was mixed with 4 mL 50% trifluoromethylacetic acid in dichloromethane, and stirred at room temperature for 2 hrs. All solvent was removed; the residue was redissolved in dichloromethane and neutralized to pH 7 by saturated NaHCO3. The organic layer was washed with brine, dried over Na2SO4, and concentrated in vacuo. The residue was pr... Reactants: FC1=CC=C(CN2C=C(C=3C2=CN=C(C3)C(=O)O)COC)C=C1 (1-(4-fluorobenzyl)-3-(methoxymethyl)-1H-pyrrolo[2,3-c]pyridine-5-carboxylic acid), CN1CCOCC1 (NMM), Cl.CNO (N-Methylhydroxylamine hydrochloride). The solvent is CCOC(=O)C (EtOAc), CN(C)C=O (DMF). Reaction conditions: temperature 4 celsius, time 2 hour. The product is FC1=CC=C(CN2C=C(C=3C2=CN=C(C3)C(=O)N(C)O)COC)C=C1 (1-(4-fluorobenzyl)-N-hydroxy-3-(methoxymethyl)-N-methyl-1H-pyrrolo[2,3-c]pyridine-5-carboxamide). The yield is 59.7%. As a reaction SMILES: [F:1][C:2]1[CH:23]=[CH:22][C:5]([CH2:6][N:7]2[C:11]3=[CH:12][N:13]=[C:14]([C:16](O)=[O:17])[CH:15]=[C:10]3[C:9]([CH2:19][O:20][CH3:21])=[CH:8]2)=[CH:4][CH:3]=1.CN1CCOCC1.Cl.[CH3:32][NH:33][OH:34]>CN(C=O)C.CCOC(C)=O>[F:1][C:2]1[CH:23]=[CH:22][C:5]([CH2:6][N:7]2[C:11]3=[CH:12][N:13]=[C:14]([C:16]([N:33]([OH:34])[CH3:32])=[O:17])[CH:15]=[C:10]3[C:9]([CH2:19][O:20][CH3:21])=[CH:8]2)=[CH:4][CH:3]=1 |f:2.3|. Procedure details: To a solution of 1-(4-fluorobenzyl)-3-(methoxymethyl)-1H-pyrrolo[2,3-c]pyridine-5-carboxylic acid 332 mg 0.9467 mmol) in anhydrous DMF (8.0 mL) was added CDMT (200 mg 1.136 mmol 1.2 eq.) and NMM (N-methyl morpholine) (0.13 mL 1.136 mmol 1.2 eq.). The mixture, under nitrogen, was stirred for 2.0 hours, during which it slowly darkened to a deep orange. N-Methylhydroxylamine hydrochloride (395 mg 4.734 mmol 5.0 eq) was added and stirring continued for 10 hours. The reaction was judged to be complet... Starting materials: CC1=CC=C(C=C1)C1=CC(=CC(=C1)C(NCC=1C=NC(=CC1)C)=O)C(=O)O (4′-methyl-5-((6-methylpyridin-3-yl)methylcarbamoyl)-biphenyl-3-carboxylic acid), Cl.CN(CCCN=C=NCC)C (N-(3-dimethylaminopropyl)-N′-ethylcarbodiimide hydrochloride), O.ON1N=NC2=C1C=CC=C2 (1-hydroxybenzotriazole hydrate), O[C@@H]1CNCC1 ((S)-3-hydroxypyrrolidine), C(C)(C)N(C(C)C)CC (N,N-diisopropylethylamine). The solvent is C(Cl)Cl (CH2Cl2). Run at time 8 hour. The product is O[C@@H]1CN(CC1)C(=O)C=1C=C(C=C(C1)C1=CC=C(C=C1)C)C(=O)NCC=1C=NC(=CC1)C ((S)-5-(3-Hydroxypyrrolidine-1-carbonyl)-4′-methyl-N-((6-methylpyridin-3-yl)methyl)biphenyl-3-carboxamide). As a reaction SMILES: [CH3:1][C:2]1[CH:7]=[CH:6][C:5]([C:8]2[CH:13]=[C:12]([C:14](=[O:24])[NH:15][CH2:16][C:17]3[CH:18]=[N:19][C:20]([CH3:23])=[CH:21][CH:22]=3)[CH:11]=[C:10]([C:25]([OH:27])=O)[CH:9]=2)=[CH:4][CH:3]=1.Cl.CN(C)CCCN=C=NCC.O.ON1C2C=CC=CC=2N=N1.[OH:51][C@H:52]1[CH2:56][CH2:55][NH:54][CH2:53]1.C(N(CC)C(C)C)(C)C>C(Cl)Cl>[OH:51][C@H:52]1[CH2:56][CH2:55][N:54]([C:25]([C:10]2[CH:11]=[C:12]([C:14]([NH:15][CH2:16][C:17]3[CH:18]=[N:19][C:20]([CH3:23])=[CH:21][CH:22]=3)=[O:24])[CH:13]=[C:8]([C:5]3[CH:6]=[CH:7][C:2]([CH3:1])=[CH:3][CH:4]=3)[CH:9]=2)=[O:27])[CH2:53]1 |f:1.2,3.4|. Reported procedure: To a mixture of 4′-methyl-5-((6-methylpyridin-3-yl)methylcarbamoyl)-biphenyl-3-carboxylic acid (55 mg, 0.15 mmol), N-(3-dimethylaminopropyl)-N′-ethylcarbodiimide hydrochloride (58 mg, 0.30 mmol), 1-hydroxybenzotriazole hydrate (23 mg, 0.15 mmol), and CH2Cl2 (3 mL) were added (S)-3-hydroxypyrrolidine (26 mg, 0.30 mmol) and N,N-diisopropylethylamine (53 μL, 0.30 mmol). The mixture was stirred at room temperature overnight, and then concentrated in vacuo. The residue was purified by preparative HPL... Starting materials: C(C)(=O)OCC (Ethyl acetate), OO (Hydrogen peroxide), ClC1=C(C=CC(=C1)SC1=CC=C(C=C1)F)NC([C@@](C(F)(F)F)(C)O)=O ((R)-N-[2-chloro-4-(4-fluorophenylsulphanyl)phenyl]-2-hydroxy-2-methyl-3,3,3-trifluoropropanamide), O (water). Run in C(C)(=O)O (acetic acid). Reaction conditions: temperature 100 celsius. Product: ClC1=C(C=CC(=C1)S(=O)(=O)C1=CC=C(C=C1)F)NC([C@@](C(F)(F)F)(C)O)=O ((R)-N-[2-Chloro-4-(4-fluorophenylsulphonyl)phenyl]-2-hydroxy-2-methyl-3,3,3-trifluoropropanamide). Isolated yield 72.0%. RXN SMILES: OO.[Cl:3][C:4]1[CH:9]=[C:8]([S:10][C:11]2[CH:16]=[CH:15][C:14]([F:17])=[CH:13][CH:12]=2)[CH:7]=[CH:6][C:5]=1[NH:18][C:19](=[O:27])[C@:20]([OH:26])([CH3:25])[C:21]([F:24])([F:23])[F:22].C(OCC)(=[O:30])C.[OH2:34]>C(O)(=O)C>[Cl:3][C:4]1[CH:9]=[C:8]([S:10]([C:11]2[CH:16]=[CH:15][C:14]([F:17])=[CH:13][CH:12]=2)(=[O:30])=[O:34])[CH:7]=[CH:6][C:5]=1[NH:18][C:19](=[O:27])[C@:20]([OH:26])([CH3:25])[C:21]([F:23])([F:24])[F:22]. Procedure: Hydrogen peroxide (0.3 ml of a 30 wt. % solution in water) was added to a solution of (R)-N-[2-chloro-4-(4-fluorophenylsulphanyl)phenyl]-2-hydroxy-2-methyl-3,3,3-trifluoropropanamide (Example 188) (0.283 g) in glacial acetic acid (1.0 ml) and the mixture was stirred and heated at 100° C. for 80 minutes then allowed to cool. Ethyl acetate (40 ml) was added and the solution was washed with water (20 ml), saturated aqueous sodium hydrogen carbonate solution (20 ml) and brine and then dried. Volatil... Starting materials: CN(C)C(OC(C)(C)C)N(C)C, Cc1ccccc1, Cc1onc(-c2c(F)cccc2Cl)c1C#N, ClC(Cl)(Cl)Cl. Yields the product CN(C)C=Cc1onc(-c2c(F)cccc2Cl)c1C#N. As a reaction SMILES: [C:17]([O:18][CH:22]([N:19]([CH3:20])[CH3:21])[N:23]([CH3:24])[CH3:25])([CH3:26])([CH3:27])[CH3:28].[CH3:34][c:35]1[cH:36][cH:37][cH:38][cH:39][cH:40]1.[Cl:1][c:2]1[c:3](-[c:9]2[n:10][o:11][c:12]([CH3:16])[c:13]2[C:14]#[N:15])[c:4]([F:8])[cH:5][cH:6][cH:7]1.[Cl:29][C:30]([Cl:31])([Cl:32])[Cl:33]>>[Cl:1][c:2]1[c:3](-[c:9]2[n:10][o:11][c:12]([CH:16]=[CH:22][N:23]([CH3:24])[CH3:25])[c:13]2[C:14]#[N:15])[c:4]([F:8])[cH:5][cH:6][cH:7]1. The reactants are ClCCl (Dichloromethane), C1(=CC=CC=C1)P(C1=CC=CC=C1)C1=CC=CC=C1 (triphenylphosphine), CC=1C=C(C=C(C1)NC1=NC=CC(=N1)C(F)(F)F)C=1C=CC(=NC1)CO ([5-(3-methyl-5-{[4-(trifluoromethyl)pyrimidin-2-yl]amino}phenyl)pyridin-2-yl]methanol), C(Br)(Br)(Br)Br (Carbon tetrabromide). Run in S(=S)(=O)([O-])[O-].[Na+].[Na+] (sodium thiosulfate). Conditions: time 8 hour. Yields the product BrCC1=CC=C(C=N1)C=1C=C(C=C(C1)C)NC1=NC=CC(=N1)C(F)(F)F (N-{3-[6-(bromomethyl)pyridin-3-yl]-5-methylphenyl}-4-(trifluoromethyl)pyrimidin-2-amine). RXN SMILES: ClCCl.C1(P(C2C=CC=CC=2)C2C=CC=CC=2)C=CC=CC=1.[CH3:23][C:24]1[CH:25]=[C:26]([C:41]2[CH:42]=[CH:43][C:44]([CH2:47]O)=[N:45][CH:46]=2)[CH:27]=[C:28]([NH:30][C:31]2[N:36]=[C:35]([C:37]([F:40])([F:39])[F:38])[CH:34]=[CH:33][N:32]=2)[CH:29]=1.C(Br)(Br)(Br)[Br:50]>S([O-])([O-])(=O)=S.[Na+].[Na+]>[Br:50][CH2:47][C:44]1[N:45]=[CH:46][C:41]([C:26]2[CH:27]=[C:28]([NH:30][C:31]3[N:36]=[C:35]([C:37]([F:38])([F:40])[F:39])[CH:34]=[CH:33][N:32]=3)[CH:29]=[C:24]([CH3:23])[CH:25]=2)=[CH:42][CH:43]=1 |f:4.5.6|. Reported procedure: Dichloromethane (3.24 mL) and triphenylphosphine (0.459 g, 1.75 mmol) was added to [5-(3-methyl-5-{[4-(trifluoromethyl)pyrimidin-2-yl]amino}phenyl)pyridin-2-yl]methanol (0.35 g, 0.971 mmol). Carbon tetrabromide (0.451 g, 1.36 mmol) was added slowly to the reaction mixture and stirred for 8 hours at room temperature. The reaction mixture was diluted with 10% sodium thiosulfate (5.00 mL) and the organic layer was separated, dried over sodium sulfate, and concentrated under reduced pressure. The re...